Dataset: the Open Reaction Database (ORD), a public repository of structured organic reaction records. Task: describe an organic reaction: reactants, conditions, products, and yield The reactants are CCOC(=O)CCCN=C=O, CCN(C(C)C)C(C)C, ClCCl, Cc1nc(N)sc1-c1ccc(S(C)(=O)=O)c(F)c1. Yields the product CCOC(=O)CCCNC(=O)Nc1nc(C)c(-c2ccc(S(C)(=O)=O)c(F)c2)s1. Reaction SMILES: [CH2:28]([CH3:29])[O:30][C:31]([CH2:32][CH2:33][CH2:34][N:35]=[C:36]=[O:37])=[O:38].[CH:19]([N:20]([CH2:21][CH3:22])[CH:23]([CH3:24])[CH3:25])([CH3:26])[CH3:27].[Cl:39][CH2:40][Cl:41].[F:1][c:2]1[cH:3][c:4](-[c:12]2[c:13]([CH3:18])[n:14][c:15]([NH2:17])[s:16]2)[cH:5][cH:6][c:7]1[S:8](=[O:9])(=[O:10])[CH3:11]>>[F:1][c:2]1[cH:3][c:4](-[c:12]2[c:13]([CH3:18])[n:14][c:15]([NH:17][C:36]([NH:35][CH2:34][CH2:33][CH2:32][C:31]([O:30][CH2:28][CH3:29])=[O:38])=[O:37])[s:16]2)[cH:5][cH:6][c:7]1[S:8](=[O:9])(=[O:10])[CH3:11]. The reactants are CO, CC(C)(C)N, COC(=O)C(CC(=O)O)=C(C)C. Yields the product COC(=O)C(CC(=O)O)C(C)C. As a reaction SMILES: [CH3:18][OH:19].[CH3:1][C:2]([NH2:3])([CH3:4])[CH3:5].[CH3:6][O:7][C:8]([C:9]([CH2:10][C:11](=[O:12])[OH:13])=[C:14]([CH3:15])[CH3:16])=[O:17]>>[CH3:6][O:7][C:8]([CH:9]([CH2:10][C:11](=[O:12])[OH:13])[CH:14]([CH3:15])[CH3:16])=[O:17].